This data is from the Open Reaction Database (ORD), a public repository of structured organic reaction records. The task is: describe an organic reaction: reactants, conditions, products, and yield Product: CN1N=CC(=C1)C=1C=NN2C1N=C(C=C2N)C2CCNCC2 (3-(1-Methyl-1H-pyrazol-4-yl)-5-(piperidin-4-yl)pyrazolo[1,5-a]pyrimidin-7-amine). The reactants are N1CCC(CC1)C1=NC=2N(C(=C1)N)N=CC2C=2C=NC1=CC=CC=C1C2 (5-(piperidin-4-yl)-3-(quinolin-3-yl)pyrazolo[1,5-a]pyrimidin-7-amine), C[Si](CCOCN(C1=CC(=NC=2N1N=CC2C=2C=NN(C2)C)C2CCN(CC2)C(=O)OC(C)(C)C)COCC[Si](C)(C)C)(C)C (tert-butyl 4-(7-(bis((2-(trimethylsilyl)ethoxy)methyl)amino)-3-(1-methyl-1H-pyrazol-4-yl)pyrazolo[1,5-a]pyrimidin-5-yl)piperidine-1-carboxylate), C[Si](CCOCN(C1=CC(=NC=2N1N=CC2C=2C=NC1=CC=CC=C1C2)C2CCN(CC2)C(=O)OC(C)(C)C)COCC[Si](C)(C)C)(C)C (tert-butyl 4-(7-(bis((2-(trimethylsilyl)ethoxy)methyl)amino)-3-(quinolin-3-yl)pyrazolo[1,5-a]pyrimidin-5-yl)piperidine-1-carboxylate). As a reaction SMILES: N1CCC(C2C=C(N)N3N=CC(C4C=NC5C(C=4)=CC=CC=5)=C3N=2)CC1.C[Si](C)(C)CCOC[N:33](COCC[Si](C)(C)C)[C:34]1[N:39]2[N:40]=[CH:41][C:42]([C:43]3[CH:44]=[N:45][N:46]([CH3:48])[CH:47]=3)=[C:38]2[N:37]=[C:36]([CH:49]2[CH2:54][CH2:53][N:52](C(OC(C)(C)C)=O)[CH2:51][CH2:50]2)[CH:35]=1.C[Si](C)(C)CCOCN(COCC[Si](C)(C)C)C1N2N=CC(C3C=NC4C(C=3)=CC=CC=4)=C2N=C(C2CCN(C(OC(C)(C)C)=O)CC2)C=1>>[CH3:48][N:46]1[CH:47]=[C:43]([C:42]2[CH:41]=[N:40][N:39]3[C:34]([NH2:33])=[CH:35][C:36]([CH:49]4[CH2:54][CH2:53][NH:52][CH2:51][CH2:50]4)=[N:37][C:38]=23)[CH:44]=[N:45]1. Reported procedure: 3-(1-Methyl-1H-pyrazol-4-yl)-5-(piperidin-4-yl)pyrazolo[1,5-a]pyrimidin-7-amine was synthesized in a manner similar to the synthesis of 5-(piperidin-4-yl)-3-(quinolin-3-yl)pyrazolo[1,5-a]pyrimidin-7-amine, but with tert-butyl 4-(7-(bis((2-(trimethylsilyl)ethoxy)methyl)amino)-3-(1-methyl-1H-pyrazol-4-yl)pyrazolo[1,5-a]pyrimidin-5-yl)piperidine-1-carboxylate substituted for tert-butyl 4-(7-(bis((2-(trimethylsilyl)ethoxy)methyl)amino)-3-(quinolin-3-yl)pyrazolo[1,5-a]pyrimidin-5-yl)piperidine-1-carb...